From a dataset of the Open Reaction Database (ORD), a public repository of structured organic reaction records. describe an organic reaction: reactants, conditions, products, and yield The reactants are [C-]#N.[Na+] (sodium cyanide), C(C)(C)(C)OC(=O)NC(CCOS(=O)(=O)C1=CC=C(C=C1)C)C1=CC(=CC=C1)[N+](=O)[O-] (Toluene-4-sulfonic acid 3-tert-butoxycarbonylamino-3-(3-nitro-phenyl)-propyl ester), O (water). Solvent: CN(C)C=O (DMF). Run at temperature 60 celsius, time 5 hour. The product is C(C)(C)(C)OC(NC(CCC#N)C1=CC(=CC=C1)[N+](=O)[O-])=O ([3-Cyano-1-(3-nitro-phenyl)-propyl]-carbamic acid tert-butyl ester). Reaction SMILES: [C:1]([O:5][C:6]([NH:8][CH:9]([C:23]1[CH:28]=[CH:27][CH:26]=[C:25]([N+:29]([O-:31])=[O:30])[CH:24]=1)[CH2:10][CH2:11]OS(C1C=CC(C)=CC=1)(=O)=O)=[O:7])([CH3:4])([CH3:3])[CH3:2].[C-:32]#[N:33].[Na+].O>CN(C=O)C>[C:1]([O:5][C:6](=[O:7])[NH:8][CH:9]([C:23]1[CH:28]=[CH:27][CH:26]=[C:25]([N+:29]([O-:31])=[O:30])[CH:24]=1)[CH2:10][CH2:11][C:32]#[N:33])([CH3:2])([CH3:3])[CH3:4] |f:1.2|. Reported procedure: 1.88 g (4.16 mmol) Toluene-4-sulfonic acid 3-tert-butoxycarbonylamino-3-(3-nitro-phenyl)-propyl ester were dissolved in 5 ml DMF and 306 mg (6.24 mmol) sodium cyanide were added. The mixture was stirred for 5 h at 60° C. The reaction mixture was poured into 50 ml water, the precipitate was filtered, washed with water and dried in vacuo. The crude product was used without further purification. Run at temperature -70 celsius, time 90 minute. Solvent: C(Cl)Cl (DCM), C(Cl)Cl (DCM). As a reaction SMILES: [CH3:1][N:2]1[C:27](=[O:28])[C@:5]2([CH2:9][CH2:8][C:7]([C:10]3[N:15]=[C:14]([CH3:16])[CH:13]=[C:12]([C:17]4[CH:22]=[CH:21][C:20]([C:23]([F:26])([F:25])[F:24])=[CH:19][CH:18]=4)[N:11]=3)=[N:6]2)[CH2:4][CH2:3]1.C(N)(C)(C)C.B.Cl.CC(C)=O.C(=O)=O>C(Cl)Cl>[CH3:1][N:2]1[CH2:3][CH2:4][C:5]2([NH:6][CH:7]([C:10]3[N:15]=[C:14]([CH3:16])[CH:13]=[C:12]([C:17]4[CH:18]=[CH:19][C:20]([C:23]([F:26])([F:25])[F:24])=[CH:21][CH:22]=4)[N:11]=3)[CH2:8][CH2:9]2)[C:27]1=[O:28] |f:1.2,4.5|. Procedure details: (5S)-7-Methyl-2-[4-methyl-6-[4-(trifluoromethyl)phenyl]pyrimidin-2-yl]-1,7-diazaspiro[4.4]non-1-en-6-one (which may be prepared as described in Description 15a) (78.34 g, 201.7 mmol) was added to a 5 L three necked round bottomed flask containing an overhead stirrer, 500 ml pressure-equalising dropping funnel with a nitrogen inlet and thermometer. To this was added DCM (1000 mL) and the stirred mixture cooled to approx. −70° C. The dropping funnel was charged with a pre-sonicated solution of bor... Yields the product CN1C(C2(CCC(N2)C2=NC(=CC(=N2)C)C2=CC=C(C=C2)C(F)(F)F)CC1)=O (7-methyl-2-[4-methyl-6-[4-(trifluoromethyl)-phenyl]pyrimidin-2-yl]-1,7-diazaspiro[4.4]nonan-6-one). Yield: 98.8%. Starting materials: C(C)(C)(C)N.B (borane tert-butylamine), CN1CC[C@]2(N=C(CC2)C2=NC(=CC(=N2)C)C2=CC=C(C=C2)C(F)(F)F)C1=O ((5S)-8-methyl-3-[4-methyl-6-[4-(trifluoromethyl)phenyl]pyrimidin-2-yl]-4,8-diazaspiro[4.4]non-3-en-9-one), three, Cl (HCl), CC(=O)C.C(=O)=O (acetone dry-ice).